Dataset: the Open Reaction Database (ORD), a public repository of structured organic reaction records. Task: describe an organic reaction: reactants, conditions, products, and yield Starting materials: CCO, COc1ccc(CC#N)cc1OC, N. Product: COc1ccc(CCN)cc1OC. RXN SMILES: [CH3:15][CH2:16][OH:17].[CH3:1][O:2][c:3]1[cH:4][c:5]([CH2:6][C:7]#[N:8])[cH:9][cH:10][c:11]1[O:12][CH3:13].[NH3:14]>>[CH3:1][O:2][c:3]1[cH:4][c:5]([CH2:6][CH2:7][NH2:8])[cH:9][cH:10][c:11]1[O:12][CH3:13]. Starting materials: N(C1=CC=CC=C1)C1=C(C=C(C(=O)O)C=C1)[N+](=O)[O-] (4-anilino-3-nitrobenzoic acid). Reagents/catalysts: [Pd] (Pd/C). Solvent: C1CCOC1 (THF). Conditions: time 12 hour. Yields the product NC=1C=C(C(=O)O)C=CC1NC1=CC=CC=C1 (3-amino-4-anilinobenzoic acid). Reaction SMILES: [NH:1]([C:8]1[CH:16]=[CH:15][C:11]([C:12]([OH:14])=[O:13])=[CH:10][C:9]=1[N+:17]([O-])=O)[C:2]1[CH:7]=[CH:6][CH:5]=[CH:4][CH:3]=1>C1COCC1.[Pd]>[NH2:17][C:9]1[CH:10]=[C:11]([CH:15]=[CH:16][C:8]=1[NH:1][C:2]1[CH:3]=[CH:4][CH:5]=[CH:6][CH:7]=1)[C:12]([OH:14])=[O:13]. Procedure details: A solution of the 4-anilino-3-nitrobenzoic acid (20.1 mmol) in THF (100 mL) was charged with 10% Pd/C (500 mg) and the reaction flask evacuated and subsequently charged with H2 (g) three times. The mixture was stirred vigorously for 12 h after which time it was filtered through diatomaceous earth and the filtrate concentrated in vacuo to give the desired 3-amino-4-anilinobenzoic acid: e.g. 3-amino4-[(3-hydroxyphenyl)amino]benzoic acid. Reactants: C(C)(=O)[O-].[Na+] (sodium acetate), P(=O)(Cl)(Cl)Cl (phosphorus oxychloride), C(C)(=O)OCC([C@]1([C@@H](C[C@H]2[C@@H]3CCC4=CC(CC[C@]4(C)[C@]3([C@H](C[C@]12C)OC(C(F)(F)F)=O)F)=O)C)O)=O (21-acetoxy-9α-fluoro-17α-hydroxy-16α-methyl-11β-trifluoroacetoxy-4-pregnene-3,20-dione). Run in C(Cl)(Cl)Cl (chloroform), COCOC (methylal). Reaction conditions: temperature 180 celsius, time 4 hour. Yields the product C(C)(=O)OCC([C@]1([C@@H](C[C@H]2[C@@H]3CC(C4=CC(CC[C@]4(C)[C@H]3[C@H](C[C@]12C)OC(C(F)(F)F)=O)=O)=C)C)O)=O (21-acetoxy-17α-hydroxy-16α-methyl-6-methylene-11β-trifluoroacetoxy-4-pregnene-3,20,-dione). The yield is 58.7%. As a reaction SMILES: [C:1]([O-])(=O)C.[Na+].[C:6]([O:9][CH2:10][C:11](=[O:42])[C@:12]1([OH:41])[C@:29]2([CH3:30])[C@H:15]([C@H:16]3[C@:26](F)([C@@H:27]([O:31][C:32](=[O:37])[C:33]([F:36])([F:35])[F:34])[CH2:28]2)[C@:24]2([CH3:25])[C:19](=[CH:20][C:21](=[O:39])[CH2:22][CH2:23]2)[CH2:18][CH2:17]3)[CH2:14][C@H:13]1[CH3:40])(=[O:8])[CH3:7].P(Cl)(Cl)(Cl)=O>C(Cl)(Cl)Cl.COCOC>[C:6]([O:9][CH2:10][C:11](=[O:42])[C@:12]1([OH:41])[C@:29]2([CH3:30])[C@H:15]([C@H:16]3[C@H:26]([C@@H:27]([O:31][C:32](=[O:37])[C:33]([F:36])([F:34])[F:35])[CH2:28]2)[C@:24]2([CH3:25])[C:19](=[CH:20][C:21](=[O:39])[CH2:22][CH2:23]2)[C:18](=[CH2:1])[CH2:17]3)[CH2:14][C@H:13]1[CH3:40])(=[O:8])[CH3:7] |f:0.1|. Procedure: A suspension of 5 g of sodium acetate in 150 ml of chloroform and 150 ml of methylal is combined with 5 g of 21-acetoxy-9α-fluoro-17α-hydroxy-16α-methyl-11β-trifluoroacetoxy-4-pregnene-3,20-dione and, after adding 19 ml of phosphorus oxychloride dropwise, stirred for 4 hours at a bath temperature of 180° C. The reaction solution is neutralized with a saturated soda solution, the organic phase is separated and washed with water. After drying and concentrating, the crude product is purified on sil... Reactants: C(#N)C1(CC1)C=1C=C(C(=O)NC2=C(C=CC(=C2)OC2=NC=C(C=C2)[N+](=O)[O-])C)C=CC1 (3-(1-cyanocyclopropyl)-N-{2-methyl-5-[(5-nitropyridin-2-yl)oxy]phenyl}benzamide), [Cl-].[Ca+2].[Cl-] (calcium chloride), reduced iron, O (water). The solvent is C(C)O (ethanol). Conditions: temperature 80 celsius. Product: NC=1C=CC(=NC1)OC=1C=CC(=C(C1)NC(C1=CC(=CC=C1)C1(CC1)C#N)=O)C (N-{5-[(5-aminopyridin-2-yl)oxy]-2-methylphenyl}-3-(1-cyanocyclopropyl)benzamide). Isolated yield 83.4%. Reaction SMILES: [C:1]([C:3]1([C:6]2[CH:7]=[C:8]([CH:29]=[CH:30][CH:31]=2)[C:9]([NH:11][C:12]2[CH:17]=[C:16]([O:18][C:19]3[CH:24]=[CH:23][C:22]([N+:25]([O-])=O)=[CH:21][N:20]=3)[CH:15]=[CH:14][C:13]=2[CH3:28])=[O:10])[CH2:5][CH2:4]1)#[N:2].[Cl-].[Ca+2].[Cl-].O>C(O)C>[NH2:25][C:22]1[CH:23]=[CH:24][C:19]([O:18][C:16]2[CH:15]=[CH:14][C:13]([CH3:28])=[C:12]([NH:11][C:9](=[O:10])[C:8]3[CH:29]=[CH:30][CH:31]=[C:6]([C:3]4([C:1]#[N:2])[CH2:4][CH2:5]4)[CH:7]=3)[CH:17]=2)=[N:20][CH:21]=1 |f:1.2.3|. Procedure: A suspension of 3-(1-cyanocyclopropyl)-N-{2-methyl-5-[(5-nitropyridin-2-yl)oxy]phenyl}benzamide (8.5 g, 20.5 mmol), calcium chloride (5.55 g, 50 mmol) and reduced iron (14.5 g, 260 mmol) in ethanol (500 mL)/water (50 mL) was stirred with heating at 80° C. for 4 hr. After the reaction mixture was cooled to room temperature, the insoluble material was filtered off through a pad filled with celite, and washed with ethanol. The filtrate and washing solution were combined, and concentrated under redu... Reactants: CC(=O)NCCn1c(C)ccc1C, COCCOC, [Na+], CN(C)C=O, [OH-], O, O=P(Cl)(Cl)Cl. Product: CC(=O)NCCn1c(C)cc(C=O)c1C. As a reaction SMILES: [CH3:12][c:13]1[n:14]([CH2:19][CH2:20][NH:21][C:22]([CH3:23])=[O:24])[c:15]([CH3:18])[cH:16][cH:17]1.[CH3:6][O:7][CH2:8][CH2:9][O:10][CH3:11].[Na+:26].[O:28]=[CH:29][N:30]([CH3:31])[CH3:32].[OH-:25].[OH2:27].[P:1]([Cl:2])([Cl:3])([Cl:4])=[O:5]>>[CH:6](=[O:7])[c:16]1[c:15]([CH3:18])[n:14]([CH2:19][CH2:20][NH:21][C:22]([CH3:23])=[O:24])[c:13]([CH3:12])[cH:17]1. Starting materials: ice, C(CCCCC)C1=CC=CC=C1 (hexylbenzene), [Cl-].[Al+3].[Cl-].[Cl-] (aluminium chloride), ClC(C)(CCC(C)(C)Cl)C (2,5-dichloro-2,5-dimethyl-hexane), C(=S)=S (carbon disulphide). Reaction conditions: temperature 0 celsius, time 2 hour. The product is CC1(CCC(C2=CC(=CC=C12)CCCCCC)(C)C)C (1,1,4,4-tetramethyl-6-hexyl-1,2,3,4-tetrahydro-naphthalene). RXN SMILES: [CH2:1]([C:7]1[CH:12]=C[CH:10]=[CH:9][CH:8]=1)[CH2:2][CH2:3][CH2:4][CH2:5][CH3:6].[Cl-].[Al+3].[Cl-].[Cl-].Cl[C:18]([CH3:26])([CH2:20][CH2:21][C:22](Cl)([CH3:24])[CH3:23])[CH3:19].[C:27](=S)=S>>[CH3:19][C:18]1([CH3:26])[C:10]2[C:23](=[CH:12][C:7]([CH2:1][CH2:2][CH2:3][CH2:4][CH2:5][CH3:6])=[CH:8][CH:9]=2)[C:22]([CH3:27])([CH3:24])[CH2:21][CH2:20]1 |f:1.2.3.4|. Procedure details: 83 ml of hexylbenzene were treated with 1.8 g of aluminium chloride while cooling with ice. After brief stirring a solution of 40 g of 2,5-dichloro-2,5-dimethyl-hexane in 300 ml of carbon disulphide was added dropwise and the mixture was stirred at 0° C. for a further 2 hours. The reaction mixture was poured into ice/6N hydrochloric acid, extracted with ethyl acetate, dried over sodium sulphate and evaporated. The crude product was distilled in a high vacuum. There were obtained 25.5 g of 1,1,4,... The reactants are S1C2=C(C=C1C(=O)N[C@@H](C(=O)O)CC1=CC=C(C=C1)O)C=CC=C2 ((R)-2-(benzo[b]thiophene-2-carboxamido)-3-(4-hydroxyphenyl)propanoic acid), ClC=1C2=C(SC1C(=O)Cl)C=C(C=C2)F (3-chloro-6-fluorobenzo[b]thiophene-2-carbonyl chloride). The product is ClC=1C2=C(SC1C(=O)N[C@@H](C(=O)O)CC1=CC=C(C=C1)O)C=C(C=C2)F ((R)-2-(3-chloro-6-fluorobenzo[b]thiophene-2-carboxamido)-3-(4-hydroxyphenyl)propanoic acid). Reaction SMILES: S1C(C([NH:8][C@H:9]([CH2:13][C:14]2[CH:19]=[CH:18][C:17]([OH:20])=[CH:16][CH:15]=2)[C:10]([OH:12])=[O:11])=O)=CC2C=CC=CC1=2.[Cl:25][C:26]1[C:27]2[CH:37]=[CH:36][C:35]([F:38])=[CH:34][C:28]=2[S:29][C:30]=1[C:31](Cl)=[O:32]>>[Cl:25][C:26]1[C:27]2[CH:37]=[CH:36][C:35]([F:38])=[CH:34][C:28]=2[S:29][C:30]=1[C:31]([NH:8][C@H:9]([CH2:13][C:14]1[CH:15]=[CH:16][C:17]([OH:20])=[CH:18][CH:19]=1)[C:10]([OH:12])=[O:11])=[O:32]. Reported procedure: Following the 9a synthetic method, using 3-chloro-6-fluorobenzo[b]thiophene-2-carbonyl chloride (249.09 mg, 1.0 mmol) instead of 3 gave 7a as a colorless oil; (145.32 mg, 36.9%). [α]D25: +18.3 (c=0.37, CHCl3); 1H-NMR (300 MHz, acetone-d6): δ 7.97-7.87 (m, 2H), 7.73 (d, J=6.6 Hz, 1H), 7.45-7.38 (m, 1H), 7.18-7.15 (m, 2H), 6.80-6.77 (m, 2H), 4.96-4.90 (m, 1H), 3.34-3.16 (m, 2H); 13C NMR (300 MHz, acetone-d6): δ 171.56, 163.89, 160.62, 159.45, 156.42, 139.16, 133.55, 130.54, 127.03, 124.94, 118.51,... Reactants: BrC1=CC(=CC(=C1)F)Br (1,3-dibromo-5-fluoro-benzene), CO[Na] (MeONa). Run in CN(C)C=O (DMF). Product: BrC1=CC(=CC(=C1)OC)Br (1,3-dibromo-5-methoxy-benzene). Reaction SMILES: [Br:1][C:2]1[CH:7]=[C:6](F)[CH:5]=[C:4]([Br:9])[CH:3]=1.[CH3:10][O:11][Na]>CN(C=O)C>[Br:1][C:2]1[CH:7]=[C:6]([O:11][CH3:10])[CH:5]=[C:4]([Br:9])[CH:3]=1. Procedure: step 1—A solution of 1,3-dibromo-5-fluoro-benzene (CASRN 1435-51-4), MeONa (1 equivalent) and DMF were stirred overnight under an N2 atmosphere at RT. The volatile solvents were removed in vacuo and the residue partitioned between Et2O and water. The organic phase was washed with 5% NaOH, water and brine, dried (MgSO4), filtered and evaporated to afford 1,3-dibromo-5-methoxy-benzene.